Task: describe an organic reaction: reactants, conditions, products, and yield. Dataset: the Open Reaction Database (ORD), a public repository of structured organic reaction records The reactants are CC1=C(C=C(C=C1)N)NC(=O)C, C1C(CO1)NC2=CC(=NC3=C(C=NN23)C#N)Cl. Reagents/catalysts: C(=O)([O-])[O-].[Cs+].[Cs+], CC(C)C1=CC(=C(C(=C1)C(C)C)C2=CC=CC=C2P(C(C)(C)C)C(C)(C)C)C(C)C, C1=CC=C(C=C1)/C=C/C(=O)/C=C/C2=CC=CC=C2.C1=CC=C(C=C1)/C=C/C(=O)/C=C/C2=CC=CC=C2.C1=CC=C(C=C1)/C=C/C(=O)/C=C/C2=CC=CC=C2.[Pd].[Pd]. Solvent: CC(=O)N(C)C. Run at temperature 145 celsius. Product: CC1=C(C=C(C=C1)NC2=NC3=C(C=NN3C(=C2)NC4COC4)C#N)NC(=O)C. Isolated yield 16.5%. Procedure details: In a microwave tube, was Cs2CO3 (0.522 g, 1.60 mmol), N-(5-amino-2-methylphenyl)acetamide (0.132 g, 0.80 mmol), Pd2dba3 (0.037 g, 0.04 mmol),5-chloro-7-(oxetan-3-ylamino)pyrazolo[1,5-a]pyrimidine-3-carbonitrile (0.200 g, 0.80 mmol),di-tert- butyl(2',4',6'-triisopropyl-[1,1'-biphenyl]-2-yl)phosphine (0.034 g, 0.08 mmol). anhydrous DMA (2.0 mL) was added. The resulting mixture was bubbled through N2. Then the tube was capped.  under microwave 145C for 30min.  This reaction was repeated at 150mg ag... The reactants are O=C(CBr)c1ccc(F)cc1, Br, O=C1CCN(Cc2ccccc2)CC1, CCO, [Ce+3], [Cl-], [Cl-], [Cl-], [I-], [Na+], C1CCOC1. Product: O=C(CC1(Br)CCN(Cc2ccccc2)CC1)c1ccc(F)cc1. As a reaction SMILES: [Br:7][CH2:8][C:9](=[O:10])[c:11]1[cH:12][cH:13][c:14]([F:17])[cH:15][cH:16]1.[BrH:35].[CH2:18]([c:19]1[cH:20][cH:21][cH:22][cH:23][cH:24]1)[N:25]1[CH2:26][CH2:27][C:28](=[O:31])[CH2:29][CH2:30]1.[CH2:32]([OH:33])[CH3:34].[Ce+3:2].[Cl-:1].[Cl-:3].[Cl-:4].[I-:6].[Na+:5].[O:36]1[CH2:37][CH2:38][CH2:39][CH2:40]1>>[CH2:8]([C:9](=[O:10])[c:11]1[cH:12][cH:13][c:14]([F:17])[cH:15][cH:16]1)[C:28]1([Br:35])[CH2:27][CH2:26][N:25]([CH2:18][c:19]2[cH:20][cH:21][cH:22][cH:23][cH:24]2)[CH2:30][CH2:29]1. Starting materials: FC1=C(C=CC=C1F)C1CCNCC1 (4-(2,3-difluorophenyl)piperidine), C([O-])([O-])=O.[K+].[K+] (potassium carbonate), IC (1-iodomethane), ( 8 ), ( 12 ), ( 11 ). Solvent: C(C)#N (acetonitrile). Reaction conditions: time 1 hour. Yields the product FC1=C(C=CC=C1F)C1CCN(CC1)C (4-(2,3-difluorophenyl)-1-methylpiperidine). RXN SMILES: [F:1][C:2]1[C:7]([F:8])=[CH:6][CH:5]=[CH:4][C:3]=1[CH:9]1[CH2:14][CH2:13][NH:12][CH2:11][CH2:10]1.[C:15](=O)([O-])[O-].[K+].[K+].IC>C(#N)C>[F:1][C:2]1[C:7]([F:8])=[CH:6][CH:5]=[CH:4][C:3]=1[CH:9]1[CH2:14][CH2:13][N:12]([CH3:15])[CH2:11][CH2:10]1 |f:1.2.3|. Procedure: To a solution of 4-(2,3-difluorophenyl)piperidine (0.2 g, 1.01 mmol) in acetonitrile (10 ml), was added potassium carbonate (0.28 g, 2.0 mmol) and 1-iodomethane (0.06 ml, 1.0 mmol) and the mixture was stirred at ambient temperature for 1 h. MS m/z (rel. intensity, 70 eV) 211 (M+, 78), 210 (bp), 2140 (8), 127 (12), 97 (11). Reactants: ClC=1C=C(C=CC1OC(C)C)C1=NC(=NO1)C1=C(C=C2C(=CNC2=C1)CCC(=O)OCC)F (Ethyl 3-[6-(5-{3-chloro-4-[(1-methylethyl)oxy]phenyl}-1,2,4-oxadiazol-3-yl)-5-fluoro-1H-indol-3-yl]propanoate), [OH-].[Na+] (NaOH), Cl (HCl). Run in C(C)(C)O (isopropanol), O (water). Reaction conditions: temperature 20 celsius, time 8 hour. Product: ClC=1C=C(C=CC1OC(C)C)C1=NC(=NO1)C1=C(C=C2C(=CNC2=C1)CCC(=O)O)F (3-[6-(5-{3-Chloro-4-[(1-methylethyl)oxy]phenyl}-1,2,4-oxadiazol-3-yl)-5-fluoro-1H-indol-3-yl]propanoic acid). Isolated yield 39.9%. Reaction SMILES: [Cl:1][C:2]1[CH:3]=[C:4]([C:12]2[O:16][N:15]=[C:14]([C:17]3[CH:25]=[C:24]4[C:20]([C:21]([CH2:26][CH2:27][C:28]([O:30]CC)=[O:29])=[CH:22][NH:23]4)=[CH:19][C:18]=3[F:33])[N:13]=2)[CH:5]=[CH:6][C:7]=1[O:8][CH:9]([CH3:11])[CH3:10].[OH-].[Na+].Cl>C(O)(C)C.O>[Cl:1][C:2]1[CH:3]=[C:4]([C:12]2[O:16][N:15]=[C:14]([C:17]3[CH:25]=[C:24]4[C:20]([C:21]([CH2:26][CH2:27][C:28]([OH:30])=[O:29])=[CH:22][NH:23]4)=[CH:19][C:18]=3[F:33])[N:13]=2)[CH:5]=[CH:6][C:7]=1[O:8][CH:9]([CH3:11])[CH3:10] |f:1.2|. Procedure details: To a solution of ethyl 3-[6-(5-{3-chloro-4-[(1-methylethyl)oxy]phenyl}-1,2,4-oxadiazol-3-yl)-5-fluoro-1H-indol-3-yl]propanoate (D156) (120 mg) in isopropanol (25 mL) and water (5 mL) was added 0.5 mL of 20% aqueous NaOH solution. The reaction mixture was stirred at 20° C. overnight. Afterwards, the mixture was adjusted to pH 3 by addion of 6 M HCl and evaporated. The residue was treated with 6 mL DMF and filtered. The filtrate was purified by MDAP to give the designed product 3-[6-(5-{3-chloro-4... Product: C(#N)C1=CC=C(C=C1)CCOCC(=O)O ((4-Cyanophenyl)ethoxyacetic acid). Run in C(C)O (ethanol), O (water). Reactants: C(#N)C1=CC=C(C=O)C=C1 (4-Cyanobenzaldehyde), C(Br)(Br)Br (bromoform), C(C)O.O1CCOCC1 (ethanol 1,4-dioxane), Cl (hydrochloric acid), [OH-].[K+] (potassium hydroxide). Reaction SMILES: [C:1]([C:3]1[CH:10]=[CH:9][C:6]([CH:7]=O)=[CH:5][CH:4]=1)#[N:2].C(Br)(Br)Br.[OH-].[K+].Cl.C([OH:20])C.[O:21]1[CH2:26][CH2:25][O:24][CH2:23]C1>O.C(O)C>[C:1]([C:3]1[CH:10]=[CH:9][C:6]([CH2:7][CH2:23][O:24][CH2:25][C:26]([OH:21])=[O:20])=[CH:5][CH:4]=1)#[N:2] |f:2.3,5.6|. Reaction conditions: time 6 hour. Reported procedure: 4-Cyanobenzaldehyde (3.0 g) was dissolved in a 1:1 mixed solution of ethanol/1,4-dioxane (80 mL), and bromoform (7.0 g) was added thereto under ice cooling. Subsequently, an ethanol solution (40 mL) of potassium hydroxide (7.6 g) was carefully added thereto, and the mixture was stirred for 6 hours at room temperature. After distilling off the solvent under reduced pressure, the residue thus obtained was diluted with water. The mixture was acidified with a 2 mol/L hydrochloric acid and extracted ... As a reaction SMILES: [Br-:19].[CH2:20]([CH3:21])[O:22][C:23](=[O:24])[c:25]1[c:26]([CH2:34][P+:35]([c:36]2[cH:37][cH:38][cH:39][cH:40][cH:41]2)([c:42]2[cH:43][cH:44][cH:45][cH:46][cH:47]2)[c:48]2[cH:49][cH:50][cH:51][cH:52][cH:53]2)[n:27][c:28]2[n:29]1[cH:30][cH:31][cH:32][cH:33]2.[CH3:56][S:57]([CH3:58])=[O:59].[CH:1]1([O:6][c:7]2[c:8]([CH:9]=[O:10])[cH:11][cH:12][cH:13][c:14]2[O:15][CH:16]([F:17])[F:18])[CH2:2][CH2:3][CH2:4][CH2:5]1.[H-:55].[Na+:54]>>[CH:1]1([O:6][c:7]2[c:8]([CH:9]=[CH:34][c:26]3[c:25]([C:23]([O:22][CH2:20][CH3:21])=[O:24])[n:29]4[c:28]([n:27]3)[cH:33][cH:32][cH:31][cH:30]4)[cH:11][cH:12][cH:13][c:14]2[O:15][CH:16]([F:17])[F:18])[CH2:2][CH2:3][CH2:4][CH2:5]1. Reactants: [Br-], CCOC(=O)c1c(C[P+](c2ccccc2)(c2ccccc2)c2ccccc2)nc2ccccn12, CS(C)=O, O=Cc1cccc(OC(F)F)c1OC1CCCC1, [H-], [Na+]. Yields the product CCOC(=O)c1c(C=Cc2cccc(OC(F)F)c2OC2CCCC2)nc2ccccn12. Reactants: [N+](=O)([O-])C=1C=C2C(NN(C2=CC1)C1=CC=CC=C1)=O (5-nitro-1-phenyl-1,2-dihydro-indazol-3-one), C(#N)C=1C=C(C=CC1)S(=O)(=O)Cl (3-cyanobenzenesulfonyl chloride). The product is C(#N)C=1C=C(C=CC1)S(=O)(=O)NC=1C=C2C(NN(C2=CC1)C1=CC=CC=C1)=O (3-Cyano-N-(3-oxo-1-phenyl-2,3-dihydro-1H-indazol-5-yl)-benzenesulfonamide). RXN SMILES: [N+:1]([C:4]1[CH:5]=[C:6]2[C:10](=[CH:11][CH:12]=1)[N:9]([C:13]1[CH:18]=[CH:17][CH:16]=[CH:15][CH:14]=1)[NH:8][C:7]2=[O:19])([O-])=O.[C:20]([C:22]1[CH:23]=[C:24]([S:28](Cl)(=[O:30])=[O:29])[CH:25]=[CH:26][CH:27]=1)#[N:21]>>[C:20]([C:22]1[CH:23]=[C:24]([S:28]([NH:1][C:4]2[CH:5]=[C:6]3[C:10](=[CH:11][CH:12]=2)[N:9]([C:13]2[CH:18]=[CH:17][CH:16]=[CH:15][CH:14]=2)[NH:8][C:7]3=[O:19])(=[O:30])=[O:29])[CH:25]=[CH:26][CH:27]=1)#[N:21]. Reported procedure: This compound was obtained in analogy to example 32 (step B and C) using 5-nitro-1-phenyl-1,2-dihydro-indazol-3-one (prepared according to Combinatorial Chemistry and High Throughput Screening 2003, 6(5), 471-480) in step B and 3-cyanobenzenesulfonyl chloride (step C) as a light brown solid. MS (ESI+): 391.1[M+H]+).